This data is from the Open Reaction Database (ORD), a public repository of structured organic reaction records. The task is: describe an organic reaction: reactants, conditions, products, and yield Starting materials: crude material, C(C)(=O)OC=1C=CC2=C(SC(=C2OC2=CC=C(C=C2)/C=C/C(=O)OC(C)(C)C)C2=C(C=CC=C2)C(C)C)C1 ((E)-tert-butyl 3-(4-((6-acetoxy-2-(2-isopropylphenyl)benzo[b]thiophen-3-yl)oxy)phenyl)acrylate), C(=O)(C(F)(F)F)O (TFA). The solvent is CO (MeOH), C(Cl)Cl (DCM), C(Cl)Cl (DCM). Run at temperature 0 celsius, time 1 hour. Yields the product C(C)(=O)OC=1C=CC2=C(SC(=C2OC2=CC=C(C=C2)/C=C/C(=O)O)C2=C(C=CC=C2)C(C)C)C1 ((E)-3-(4-((6-acetoxy-2-(2-isopropylphenyl)benzo[b]thiophen-3-yl)oxy)phenyl)acrylic acid). Isolated yield 67.5%. As a reaction SMILES: [C:1]([O:4][C:5]1[CH:6]=[CH:7][C:8]2[C:12]([O:13][C:14]3[CH:19]=[CH:18][C:17](/[CH:20]=[CH:21]/[C:22]([O:24]C(C)(C)C)=[O:23])=[CH:16][CH:15]=3)=[C:11]([C:29]3[CH:34]=[CH:33][CH:32]=[CH:31][C:30]=3[CH:35]([CH3:37])[CH3:36])[S:10][C:9]=2[CH:38]=1)(=[O:3])[CH3:2].C(O)(C(F)(F)F)=O>C(Cl)Cl.CO>[C:1]([O:4][C:5]1[CH:6]=[CH:7][C:8]2[C:12]([O:13][C:14]3[CH:15]=[CH:16][C:17](/[CH:20]=[CH:21]/[C:22]([OH:24])=[O:23])=[CH:18][CH:19]=3)=[C:11]([C:29]3[CH:34]=[CH:33][CH:32]=[CH:31][C:30]=3[CH:35]([CH3:36])[CH3:37])[S:10][C:9]=2[CH:38]=1)(=[O:3])[CH3:2]. Procedure: To a solution of (E)-tert-butyl 3-(4-((6-acetoxy-2-(2-isopropylphenyl)benzo[b]thiophen-3-yl)oxy)phenyl)acrylate (65 mg, 0.123 mmol) in DCM (3.0 mL) at 0° C. was added TFA dropwise over 5 min. The reaction was stirred at 0° C. for 1 h after which time it was warmed to room temperature for an additional 55 min. The mixture was then diluted with DCM and concentrated in vacuo to remove both DCM and TFA. The crude material was then further azeotroped with DCM (3×) to make sure all of the TFA was remo... The reactants are O=C([O-])O, CO, CNC(=O)C(Cc1ccccc1)N(CC(N)Cc1ccc2ccccc2c1)C(=O)CCl, [Na+], O. Product: CNC(=O)C(Cc1ccccc1)N1CC(Cc2ccc3ccccc3c2)NCC1=O. As a reaction SMILES: [C:32](=[O:33])([O-:34])[OH:35].[CH3:38][OH:39].[NH2:1][CH:2]([CH2:3][N:4]([C:5]([CH2:6][Cl:7])=[O:8])[CH:9]([C:10](=[O:11])[NH:12][CH3:13])[CH2:14][c:15]1[cH:16][cH:17][cH:18][cH:19][cH:20]1)[CH2:21][c:22]1[cH:23][c:24]2[cH:25][cH:26][cH:27][cH:28][c:29]2[cH:30][cH:31]1.[Na+:36].[OH2:37]>>[NH:1]1[CH:2]([CH2:21][c:22]2[cH:23][c:24]3[cH:25][cH:26][cH:27][cH:28][c:29]3[cH:30][cH:31]2)[CH2:3][N:4]([CH:9]([C:10](=[O:11])[NH:12][CH3:13])[CH2:14][c:15]2[cH:16][cH:17][cH:18][cH:19][cH:20]2)[C:5](=[O:8])[CH2:6]1.